From a dataset of the Open Reaction Database (ORD), a public repository of structured organic reaction records. describe an organic reaction: reactants, conditions, products, and yield Reactants: N1C(CCCC1)CC=1N(C2=CC=CC=C2C1)COCC[Si](C)(C)C ((RS)-2-piperidin-2-ylmethyl-1-(2-trimethylsilanyl-ethoxymethyl)-1H-indole), amide, [F-].C(CCC)[N+](CCCC)(CCCC)CCCC (tetrabutylammonium fluoride), FC1=CC=C(C=C1)C1=C(N=C(S1)C)C(=O)Cl (5-(4-fluoro-phenyl)-2-methyl-thiazole-4-carbonyl chloride), O (water). Run in C1CCOC1 (THF), C1CCOC1 (THF). The product is FC1=CC=C(C=C1)C1=C(N=C(S1)C)C(=O)N1C(CCCC1)CC=1N(C2=CC=CC=C2C1)COCC[Si](C)(C)C ((RS)-1-[5-(4-Fluoro-phenyl)-2-methyl-thiazol-4-yl]-1-{2-[1-(2-trimethylsilanyl-ethoxymethyl)-1H-indol-2-ylmethyl]-piperidin-1-yl}-methanone), FC1=CC=C(C=C1)C1=C(N=C(S1)C)C(=O)N1C(CCCC1)CC=1NC2=CC=CC=C2C1 ((RS)-1-[5-(4-Fluoro-phenyl)-2-methyl-thiazol-4-yl]-1-[2-(1H-indol-2-ylmethyl)-piperidin-1-yl]-methanone). As a reaction SMILES: [NH:1]1[CH2:6][CH2:5][CH2:4][CH2:3][CH:2]1[CH2:7][C:8]1[N:9]([CH2:17][O:18][CH2:19][CH2:20][Si:21]([CH3:24])([CH3:23])[CH3:22])[C:10]2[C:15]([CH:16]=1)=[CH:14][CH:13]=[CH:12][CH:11]=2.[F:25][C:26]1[CH:31]=[CH:30][C:29]([C:32]2[S:36][C:35]([CH3:37])=[N:34][C:33]=2[C:38](Cl)=[O:39])=[CH:28][CH:27]=1.[F-].C([N+](CCCC)(CCCC)CCCC)CCC.O>C1COCC1>[F:25][C:26]1[CH:27]=[CH:28][C:29]([C:32]2[S:36][C:35]([CH3:37])=[N:34][C:33]=2[C:38]([N:1]2[CH2:6][CH2:5][CH2:4][CH2:3][CH:2]2[CH2:7][C:8]2[N:9]([CH2:17][O:18][CH2:19][CH2:20][Si:21]([CH3:23])([CH3:22])[CH3:24])[C:10]3[C:15]([CH:16]=2)=[CH:14][CH:13]=[CH:12][CH:11]=3)=[O:39])=[CH:30][CH:31]=1.[F:25][C:26]1[CH:27]=[CH:28][C:29]([C:32]2[S:36][C:35]([CH3:37])=[N:34][C:33]=2[C:38]([N:1]2[CH2:6][CH2:5][CH2:4][CH2:3][CH:2]2[CH2:7][C:8]2[NH:9][C:10]3[C:15]([CH:16]=2)=[CH:14][CH:13]=[CH:12][CH:11]=3)=[O:39])=[CH:30][CH:31]=1 |f:2.3|. Reported procedure: (RS)-1-[5-(4-Fluoro-phenyl)-2-methyl-thiazol-4-yl]-1-{2-[1-(2-trimethylsilanyl-ethoxymethyl)-1H-indol-2-ylmethyl]-piperidin-1-yl}-methanone (130 mg) was prepared from (RS)-2-piperidin-2-ylmethyl-1-(2-trimethylsilanyl-ethoxymethyl)-1H-indole, D68 (520 mg) and 5-(4-fluoro-phenyl)-2-methyl-thiazole-4-carbonyl chloride (512 mg) according to a procedure similar to that for Example 1. A stirring solution of the above amide (125 mg) in dry THF (5 ml) was treated with a solution of tetrabutylammonium fl... RXN SMILES: F[C:2]1[CH:9]=[C:8]([C:10]([F:13])([F:12])[F:11])[CH:7]=[CH:6][C:3]=1[CH:4]=[O:5].[F:14][C:15]1[CH:20]=[CH:19][C:18]([OH:21])=[CH:17][CH:16]=1.C(=O)([O-])[O-].[Cs+].[Cs+]>CN(C=O)C.C(OCC)(=O)C.O>[F:14][C:15]1[CH:20]=[CH:19][C:18]([O:21][C:2]2[CH:9]=[C:8]([C:10]([F:13])([F:12])[F:11])[CH:7]=[CH:6][C:3]=2[CH:4]=[O:5])=[CH:17][CH:16]=1 |f:2.3.4|. Conditions: temperature 100 celsius. The reactants are FC1=C(C=O)C=CC(=C1)C(F)(F)F (2-fluoro-4-(trifluoromethyl)benzaldehyde), FC1=CC=C(C=C1)O (4-fluorophenol), C([O-])([O-])=O.[Cs+].[Cs+] (dicesium carbonate). Isolated yield 78.5%. Run in C(C)(=O)OCC (ethyl acetate), O (water), CN(C)C=O (DMF). Procedure details: To a solution of 2-fluoro-4-(trifluoromethyl)benzaldehyde (1.0 g, 5.20 mmol) and 4-fluorophenol (583.5 mg, 5.20 mmol) in DMF (5.0 mL) was added dicesium carbonate (1.7 g, 5.20 mmol) and the mixture was heated at 100° C. for 1 hour. The reaction was cooled to room temperature. The reaction was diluted with ethyl acetate (5 ml) and water (10 ml). The organic layer was washed with water (2×10 mL), dried with MgSO4, filtered and evaporated to yield a brown oil that was purified by column chromatogra... Yields the product FC1=CC=C(OC2=C(C=O)C=CC(=C2)C(F)(F)F)C=C1 (2-(4-fluorophenoxy)-4-(trifluoromethyl)benzaldehyde). The reactants are ClC1=C(C=C(C(=O)N(C)[C@H]2CNC[C@@H]2C2=CC=C(C=C2)Cl)C=C1)C(F)(F)F (4-chloro-N-[(3R,4S)-4-(4-chloro-phenyl)-pyrrolidin-3-yl]-N-methyl-3-trifluoromethyl-benzamide), C(C)(C)(C)OC(=O)N1CCC(CC1)C(=O)O (piperidine-1,4-dicarboxylic acid mono-tert-butyl ester). Yields the product C(C)(C)(C)OC(=O)N1CCC(CC1)C(=O)N1CC(C(C1)N(C)C(C1=CC(=C(C=C1)Cl)C(F)(F)F)=O)C1=CC=C(C=C1)Cl (4-{(3SR,4RS)-3-(4-chloro-phenyl)-4-[(4-chloro-3-trifluoromethyl-benzoyl)-methyl-amino]-pyrrolidine-1-carbonyl}-piperidine-1-carboxylic acid tert-butyl ester). As a reaction SMILES: [Cl:1][C:2]1[CH:23]=[CH:22][C:5]([C:6]([N:8]([C@@H:10]2[C@@H:14]([C:15]3[CH:20]=[CH:19][C:18]([Cl:21])=[CH:17][CH:16]=3)[CH2:13][NH:12][CH2:11]2)[CH3:9])=[O:7])=[CH:4][C:3]=1[C:24]([F:27])([F:26])[F:25].[C:28]([O:32][C:33]([N:35]1[CH2:40][CH2:39][CH:38]([C:41](O)=[O:42])[CH2:37][CH2:36]1)=[O:34])([CH3:31])([CH3:30])[CH3:29]>>[C:28]([O:32][C:33]([N:35]1[CH2:40][CH2:39][CH:38]([C:41]([N:12]2[CH2:11][CH:10]([N:8]([C:6](=[O:7])[C:5]3[CH:22]=[CH:23][C:2]([Cl:1])=[C:3]([C:24]([F:27])([F:26])[F:25])[CH:4]=3)[CH3:9])[CH:14]([C:15]3[CH:20]=[CH:19][C:18]([Cl:21])=[CH:17][CH:16]=3)[CH2:13]2)=[O:42])[CH2:37][CH2:36]1)=[O:34])([CH3:31])([CH3:30])[CH3:29]. Procedure details: In analogy to the procedure described for the synthesis of example 97, the title compound 4-{(3SR,4RS)-3-(4-chloro-phenyl)-4-[(4-chloro-3-trifluoromethyl-benzoyl)-methyl-amino]-pyrrolidine-1-carbonyl}-piperidine-1-carboxylic acid tert-butyl ester was prepared from 4-chloro-N-[(3R,4S)-4-(4-chloro-phenyl)-pyrrolidin-3-yl]-N-methyl-3-trifluoromethyl-benzamide instead of {4-[(3SR,4RS)-3-(3,4-dichloro-phenyl)-4-methylamino-pyrrolidine-1-carbonyl]-piperidin-1-yl}-(1-methyl-cyclopropyl)-methanone using... Reactants: [N+](=O)([O-])C1=CC=2CC3=CC=CC=C3C2C=C1 (2-nitrofluorene), ClC1=CC=C(CN2C=C(C3=CC=CC=C23)C=O)C=C1 (1-(4-Chloro-benzyl)-1H-indole-3-carbaldehyde), KF Al2O3, [N+](=O)([O-])C1=CC=2CC3=CC=CC=C3C2C=C1 (2-nitrofluorene). Solvent: CO (methanol), CO (MeOH). Reaction conditions: temperature 85 celsius, time 18 hour. Yields the product ClC1=CC=C(CN2C=C(C3=CC=CC=C23)C=C2C3=CC=CC=C3C=3C=CC(=CC23)[N+](=O)[O-])C=C1 (1-(4-Chloro-benzyl)-3-(2-nitro-fluoren-9-ylidenemethyl)-1H-indole). As a reaction SMILES: [N+:1]([C:4]1[CH:16]=[CH:15][C:14]2[C:13]3[C:8](=[CH:9][CH:10]=[CH:11][CH:12]=3)[CH2:7][C:6]=2[CH:5]=1)([O-:3])=[O:2].[Cl:17][C:18]1[CH:35]=[CH:34][C:21]([CH2:22][N:23]2[C:31]3[C:26](=[CH:27][CH:28]=[CH:29][CH:30]=3)[C:25]([CH:32]=O)=[CH:24]2)=[CH:20][CH:19]=1>CO>[Cl:17][C:18]1[CH:19]=[CH:20][C:21]([CH2:22][N:23]2[C:31]3[C:26](=[CH:27][CH:28]=[CH:29][CH:30]=3)[C:25]([CH:32]=[C:7]3[C:6]4[CH:5]=[C:4]([N+:1]([O-:3])=[O:2])[CH:16]=[CH:15][C:14]=4[C:13]4[C:8]3=[CH:9][CH:10]=[CH:11][CH:12]=4)=[CH:24]2)=[CH:34][CH:35]=1. Reported procedure: To a solution of 2-nitrofluorene (250 mg, 1.18 mmol) in 20 mL of methanol was added 1-(4-Chloro-benzyl)-1H-indole-3-carbaldehyde (382 mg, 1.42 mmol) and KF—Al2O3 (189 mg, 1.18 mmol). The resulting mixture was stirred at 85° C. for 18 hrs. After that, TLC showed that 2-nitrofluorene was gone, and many solids were suspended in MeOH. 260 mg of CYD-2-21 was obtained as a yellow solid after filtration and recrystallization from CH2Cl2. One isomer: 1H-NMR (600 MHz, d6-DMSO) δ 8.96 (s, 1H), 8.41 (s, 1H... Starting materials: O.C1(=CC=C(C=C1)S(=O)(=O)O)C (p-toluenesulfonic acid monohydrate), OC(CC(C)(C)C)(C)C1=CC=C(C#N)C=C1 (4-(1-hydroxy-1,3,3-trimethyl-butyl)-benzonitrile). Solvent: C1(=CC=CC=C1)C (toluene), CCOC(=O)C (EtOAc). Run at temperature 100 celsius. The product is CC(CC(=C)C1=CC=C(C#N)C=C1)(C)C (4-(3,3-Dimethyl-1-methylene-butyl)-benzonitrile). The yield is 61.9%. As a reaction SMILES: O.C1(C)C=CC(S(O)(=O)=O)=CC=1.O[C:14]([C:21]1[CH:28]=[CH:27][C:24]([C:25]#[N:26])=[CH:23][CH:22]=1)([CH3:20])[CH2:15][C:16]([CH3:19])([CH3:18])[CH3:17]>C1(C)C=CC=CC=1.CCOC(C)=O>[CH3:17][C:16]([CH3:19])([CH3:18])[CH2:15][C:14]([C:21]1[CH:22]=[CH:23][C:24]([C:25]#[N:26])=[CH:27][CH:28]=1)=[CH2:20] |f:0.1|. Procedure: Add p-toluenesulfonic acid monohydrate (308 mg, 1-62 mmol) to a solution of 4-(1-hydroxy-1,3,3-trimethyl-butyl)-benzonitrile (352 mg, 1.62 mmol) in toluene (10 mL). Heat the solution to 100° C. for 30 min. Cool the reaction mixture to room temperature, dilute the reaction mixture with EtOAc and wash the organic phase with saturated aqueous NaHCO3. Dry the organic phase over MgSO4, filter and concentrate in vacuo. Purify the crude mixture by chromatography on silica gel eluting with hexane and he... Starting materials: CCCCC(C=O)(CC)CO, [Ni]. The product is CCCCC(CC)(CO)CO. Reaction SMILES: [CH2:1]([CH3:2])[C:3]([CH:4]=[O:5])([CH2:6][CH2:7][CH2:8][CH3:9])[CH2:10][OH:11].[Ni:12]>>[CH2:1]([CH3:2])[C:3]([CH2:4][OH:5])([CH2:6][CH2:7][CH2:8][CH3:9])[CH2:10][OH:11]. Starting materials: ICCC (1-iodopropane), C(CCCCCC)NC(N(C)C=1C=C(C=CC1)C1=C(C=C(C=C1)CCC(=O)OC)O)=O (methyl 3-[3′-(3-heptyl-1-methylureido)-2-hydroxybiphenyl-4-yl]propanoate), C([O-])([O-])=O.[K+].[K+] (potassium carbonate). Solvent: C(C)C(=O)C (methyl ethyl ketone). Reaction conditions: temperature 60 celsius. Product: C(CCCCCC)NC(N(C)C=1C=C(C=CC1)C1=C(C=C(C=C1)CCC(=O)OC)OCCC)=O (methyl 3-[3′-(3-heptyl-1-methylureido)-2-propoxybiphenyl-4-yl]propanoate). Reaction SMILES: I[CH2:2][CH2:3][CH3:4].[CH2:5]([NH:12][C:13](=[O:35])[N:14]([C:16]1[CH:17]=[C:18]([C:22]2[CH:27]=[CH:26][C:25]([CH2:28][CH2:29][C:30]([O:32][CH3:33])=[O:31])=[CH:24][C:23]=2[OH:34])[CH:19]=[CH:20][CH:21]=1)[CH3:15])[CH2:6][CH2:7][CH2:8][CH2:9][CH2:10][CH3:11].C(=O)([O-])[O-].[K+].[K+]>C(C(C)=O)C>[CH2:5]([NH:12][C:13](=[O:35])[N:14]([C:16]1[CH:17]=[C:18]([C:22]2[CH:27]=[CH:26][C:25]([CH2:28][CH2:29][C:30]([O:32][CH3:33])=[O:31])=[CH:24][C:23]=2[O:34][CH2:2][CH2:3][CH3:4])[CH:19]=[CH:20][CH:21]=1)[CH3:15])[CH2:6][CH2:7][CH2:8][CH2:9][CH2:10][CH3:11] |f:2.3.4|. Procedure: 100 μL (1.0 mmol, 1.5 eq) of 1-iodopropane are added to a solution of 285 mg (0.67 mmol, 1 eq) of methyl 3-[3′-(3-heptyl-1-methylureido)-2-hydroxybiphenyl-4-yl]propanoate (prepared in Example 15f) in 6 ml of methyl ethyl ketone in the presence of 200 mg (1.45 mmol, 2.2 eq) of potassium carbonate. The reaction medium is heated at 60° C. for 16 hours. The solid is filtered off and the solvent is evaporated off. The methyl 3-[3′-(3-heptyl-1-methylureido)-2-propoxybiphenyl-4-yl]propanoate obtained i... Yields the product CN1Cc2ccccc2C2c3cccc4[nH]c(Br)c(c34)CC21. The reactants are O=C1CC(Br)C(=O)N1, CN1Cc2ccccc2C2c3cccc4[nH]cc(c34)CC21, ClC(Cl)Cl. Reaction SMILES: [Br:22][CH:23]1[CH2:24][C:25](=[O:26])[NH:27][C:28]1=[O:29].[CH3:1][N:2]1[CH:3]2[CH2:4][c:5]3[c:6]4[c:7]([cH:16][cH:17][cH:18][c:19]4[nH:20][cH:21]3)[CH:8]2[c:9]2[cH:10][cH:11][cH:12][cH:13][c:14]2[CH2:15]1.[CH:30]([Cl:31])([Cl:32])[Cl:33]>>[CH3:1][N:2]1[CH:3]2[CH2:4][c:5]3[c:6]4[c:7]([cH:16][cH:17][cH:18][c:19]4[nH:20][c:21]3[Br:22])[CH:8]2[c:9]2[cH:10][cH:11][cH:12][cH:13][c:14]2[CH2:15]1. The product is Nc1ccc(F)cc1C(=O)c1ccccc1. RXN SMILES: [Br:15][Mg:16][c:17]1[cH:18][cH:19][cH:20][cH:21][cH:22]1.[CH2:23]1[O:24][CH2:25][CH2:26][CH2:27]1.[Cl:28][CH2:29][Cl:30].[NH2:1][c:2]1[c:3]([C:4](=[O:5])[N:6]([O:7][CH3:8])[CH3:9])[cH:10][c:11]([F:14])[cH:12][cH:13]1>>[NH2:1][c:2]1[c:3]([C:4](=[O:5])[c:17]2[cH:18][cH:19][cH:20][cH:21][cH:22]2)[cH:10][c:11]([F:14])[cH:12][cH:13]1. Starting materials: Br[Mg]c1ccccc1, C1CCOC1, ClCCl, CON(C)C(=O)c1cc(F)ccc1N.